This data is from the Open Reaction Database (ORD), a public repository of structured organic reaction records. The task is: describe an organic reaction: reactants, conditions, products, and yield Reactants: O (Water), ClC=1C=CC(=C(C1)C=1C=NC=CC1N)OC (3-(5-chloro-2-methoxyphenyl)pyridin-4-amine), t-butyl nitrile, C1CCOC1 (THF). Solvent: C(C)(=O)O (acetic acid). Product: ClC=1C=CC2=C(C1)C=1C=NC=CC1O2 (8-chlorobenzofuro[3,2-c]pyridine). Reaction SMILES: [Cl:1][C:2]1[CH:3]=[CH:4][C:5]([O:15]C)=[C:6]([C:8]2[CH:9]=[N:10][CH:11]=[CH:12][C:13]=2N)[CH:7]=1.C1COCC1.O>C(O)(=O)C>[Cl:1][C:2]1[CH:3]=[CH:4][C:5]2[O:15][C:13]3[CH:12]=[CH:11][N:10]=[CH:9][C:8]=3[C:6]=2[CH:7]=1. Procedure: 3-(5-chloro-2-methoxyphenyl)pyridin-4-amine (2 g, 8.5 mmol) was dissolved in 25 mL of acetic acid and 10 mL of THF at −10° C. To the solution t-butyl nitrile (2 ml, 17 mmol) was dropwisely added. The mixture was warmed to room temperature overnight. Water was added to the reaction mixture and was extracted by dichloromethane, the organic layer was then dried by MgSO4 and concentrated. The residue was then purified by column chromatography using THF:hexane (1:3, v/v) as the eluent. 0.8 g (46%) of... As a reaction SMILES: [C:1]([O:5][C:6]([N:8]1[CH:12]=[CH:11][CH:10]=[C:9]1[C:13]1[CH:21]=[C:20]2[C:16]([CH2:17][C:18](=[O:22])[NH:19]2)=[CH:15][CH:14]=1)=[O:7])([CH3:4])([CH3:3])[CH3:2]>[Pd].C(OCC)(=O)C>[C:1]([O:5][C:6]([N:8]1[CH2:12][CH2:11][CH2:10][CH:9]1[C:13]1[CH:21]=[C:20]2[C:16]([CH2:17][C:18](=[O:22])[NH:19]2)=[CH:15][CH:14]=1)=[O:7])([CH3:4])([CH3:2])[CH3:3]. The reagents and catalysts are [Pd] (palladium-on-charcoal). Product: C(C)(C)(C)OC(=O)N1C(CCC1)C1=CC=C2CC(NC2=C1)=O (6-(1-t-butoxycarbonylpyrrolidin-2-yl)oxindole). Procedure details: A mixture of 6-(1-t-butoxycarbonylpyrrol-2-yl)oxindole (560 mg, 1.9 mmol), (prepared as described for the starting material in Example 63), and 10% palladium-on-charcoal catalyst (50 mg) in ethyl acetate (30 ml) was stirred under hydrogen at 1 atmosphere pressure for 3 days. The catalyst was removed by filtration through diatomaceous earth, the solvent was removed by evaporation and the residue triturated with ether/isohexanes (1/5) and collected by filtration to give 6-(1-t-butoxycarbonylpyrrol... The solvent is C(C)(=O)OCC (ethyl acetate). Isolated yield 83.6%. The reactants are C(C)(C)(C)OC(=O)N1C(=CC=C1)C1=CC=C2CC(NC2=C1)=O (6-(1-t-butoxycarbonylpyrrol-2-yl)oxindole). Run at time 3 day. Starting materials: [OH-].[NH4+] (ammonium hydroxide), [SH2]=N.C1(=CC=CC=C1)NC(=O)C1=C(C(=O)O)C=CC=C1 (phenylcarbamoyl-benzoic acid sulfimide). Product: C1(=CC=CC=C1)NC(=O)N (phenylurea). Reported procedure: 1 ml of an aqueous ammonium hydroxide solution (25%) was added dropwise to a suspension of 1.5 g phenylcarbamoyl-benzoic acid sulfimide with 20 ml acetone, under stirring. The reaction mixture was stirred for 30 minutes at ambient temperature, then evaporated in vacuo and the residue was crystallized from water. 0.60 g phenylurea melting at 148°-150° C. was obtained. As a reaction SMILES: [OH-].[NH4+:2].[SH2]=N.[C:5]1([NH:11][C:12](C2C=CC=CC=2C(O)=O)=[O:13])[CH:10]=[CH:9][CH:8]=[CH:7][CH:6]=1>CC(C)=O>[C:5]1([NH:11][C:12]([NH2:2])=[O:13])[CH:10]=[CH:9][CH:8]=[CH:7][CH:6]=1 |f:0.1,2.3|. The solvent is CC(=O)C (acetone).